Dataset: the Open Reaction Database (ORD), a public repository of structured organic reaction records. Task: describe an organic reaction: reactants, conditions, products, and yield The reactants are COc1c(F)cccc1-c1cccc(-n2cnc(C(=O)N(C)OC)c2)c1, c1ccoc1. The product is COc1c(F)cccc1-c1cccc(-n2cnc(C(=O)c3ccco3)c2)c1. Reaction SMILES: [CH3:1][O:2][N:3]([C:4](=[O:5])[c:6]1[n:7][cH:8][n:9](-[c:11]2[cH:12][c:13](-[c:17]3[c:18]([O:24][CH3:25])[c:19]([F:23])[cH:20][cH:21][cH:22]3)[cH:14][cH:15][cH:16]2)[cH:10]1)[CH3:26].[o:27]1[cH:28][cH:29][cH:30][cH:31]1>>[C:4](=[O:5])([c:6]1[n:7][cH:8][n:9](-[c:11]2[cH:12][c:13](-[c:17]3[c:18]([O:24][CH3:25])[c:19]([F:23])[cH:20][cH:21][cH:22]3)[cH:14][cH:15][cH:16]2)[cH:10]1)[c:28]1[o:27][cH:31][cH:30][cH:29]1. The reactants are ice, solution, aqueous solution, CN (methylamine), ClS(=O)(=O)C=1C=C(C2=C(CC(O2)C)C1)C(=O)O (5-chlorosulphonyl-2-methyl-2,3-dihydrobenzofuran-7-carboxylic acid), [OH-].[Na+] (sodium hydroxide). Run in O (water), O (water). Conditions: temperature 5 celsius. Product: CNS(=O)(=O)C=1C=C(C2=C(CC(O2)C)C1)C(=O)O (5-Methylsulphamoyl-2-methyl-2, 3-dihydrobenzofuran-7-carboxylic acid). Reaction SMILES: [CH3:1][NH2:2].Cl[S:4]([C:7]1[CH:8]=[C:9]([C:17]([OH:19])=[O:18])[C:10]2[O:14][CH:13]([CH3:15])[CH2:12][C:11]=2[CH:16]=1)(=[O:6])=[O:5].[OH-].[Na+]>O>[CH3:1][NH:2][S:4]([C:7]1[CH:8]=[C:9]([C:17]([OH:19])=[O:18])[C:10]2[O:14][CH:13]([CH3:15])[CH2:12][C:11]=2[CH:16]=1)(=[O:6])=[O:5] |f:2.3|. Reported procedure: 108 g of a 40% aqueous solution of methylamine and 108 ml of water were added into a 2-liter round-bottomed flask. The contents were cooled to 5° C. and 193 g of 5-chlorosulphonyl-2-methyl-2,3-dihydrobenzofuran-7-carboxylic acid were then added in portions of 10 g, while cooling in an ice and salt bath so as to maintain the temperature at 5° C. After each addition of acid, 14.5 ml of a solution containing 140 ml of 30% sodium hydroxide in 140 ml of water were added. The reactants are CC(C=O)(CO)C (2,2-dimethyl-3-hydroxypropanal), C(O)C(CC)(CO)CO (trimethylolpropane), C1(=CC=C(C=C1)S(=O)(=O)O)C (p-toluenesulfonic acid), O (Water). Solvent: C1=CC=CC=C1 (benzene), C1CCCCC1 (cyclohexane), C1CCCCC1 (cyclohexane), C1=CC=CC=C1 (benzene). Yields the product CC(C=O)(CO)C.C(O)C(CC)(CO)CO (2,2-dimethyl-3-hydroxypropanal trimethylolpropane). RXN SMILES: [CH3:1][C:2]([CH3:7])([CH2:5][OH:6])[CH:3]=[O:4].[CH2:8]([C:10]([CH2:15][OH:16])([CH2:13][OH:14])[CH2:11][CH3:12])[OH:9].C1(C)C=CC(S(O)(=O)=O)=CC=1.O>C1C=CC=CC=1.C1CCCCC1>[CH3:1][C:2]([CH3:7])([CH2:5][OH:6])[CH:3]=[O:4].[CH2:8]([C:10]([CH2:15][OH:16])([CH2:13][OH:14])[CH2:11][CH3:12])[OH:9] |f:6.7|. Procedure: 250 parts of 2,2-dimethyl-3-hydroxypropanal, 328 parts of trimethylolpropane, 16.4 parts of p-toluenesulfonic acid, 520 parts of benzene and 130 parts of cyclohexane were charged in a 2-1 reactor provided with a stirrer, thermostat, thermometer, condenser and separator. The mixture was heated. Water formed was distilled together with the solvent and condensed. Water alone was taken out of the system by means of the separator and the solvent was returned into the reactor. When 44 parts of water w... Reactants: COC1=NC=CC(=C1)C1=C(CN(CC1)C(=O)OC(C)(C)C)C(=O)OCC (1-(1,1-dimethylethyl) 3-ethyl 2′-(methyloxy)-5,6-dihydro-4,4′-bipyridine-1,3(2H)-dicarboxylate), [Mg] (magnesium). Solvent: CO (MeOH). Yields the product COC1=NC=CC(=C1)[C@@H]1[C@@H](CN(CC1)C(=O)OC(C)(C)C)C(=O)OCC (cis-1-(1,1-Dimethylethyl) 3-ethyl 4-[2-(methyloxy)-4-pyridinyl]-1,3-piperidinedicarboxylate). RXN SMILES: [CH3:1][O:2][C:3]1[CH:8]=[C:7]([C:9]2[CH2:14][CH2:13][N:12]([C:15]([O:17][C:18]([CH3:21])([CH3:20])[CH3:19])=[O:16])[CH2:11][C:10]=2[C:22]([O:24][CH2:25][CH3:26])=[O:23])[CH:6]=[CH:5][N:4]=1.[Mg]>CO>[CH3:1][O:2][C:3]1[CH:8]=[C:7]([C@H:9]2[CH2:14][CH2:13][N:12]([C:15]([O:17][C:18]([CH3:21])([CH3:19])[CH3:20])=[O:16])[CH2:11][C@H:10]2[C:22]([O:24][CH2:25][CH3:26])=[O:23])[CH:6]=[CH:5][N:4]=1. Reported procedure: To a MeOH solution (0.1 M) of 1-(1,1-dimethylethyl) 3-ethyl 2′-(methyloxy)-5,6-dihydro-4,4′-bipyridine-1,3(2H)-dicarboxylate (1 eq.) from the previous step was added magnesium turnings (3.3 eq.). The suspension was evacuated and back-filled with N2. Finally, the reaction mixture was sonicated at RT for 3.5 h during which the magnesium turnings disappeared. The reaction was then quenched with the addition of diethyl ether and sat. aq. NH4Cl. The aqueous layer was separated and back-extracted with...